describe an organic reaction: reactants, conditions, products, and yield From a dataset of the Open Reaction Database (ORD), a public repository of structured organic reaction records. The reactants are ice water, estra-1,3,5(10)6,8-pentaen-3-ol, C(CCC)[Li] (n-butyllithium), C[C@@]12C=CC[C@H]1[C@@H]1CCC=3C=C(C=CC3[C@H]1CC2)O (1,3,5(10),16-Estratetraen-3-ol), hydrochloric acid ice. Run in C1CCOC1 (THF). Conditions: time 2 minute. Yields the product C[C@@]12C=CC[C@H]1C=1C=CC=3C=C(C=CC3C1CC2)O (Estra-1,3,5(10),6,8,16-hexaen-3-ol). RXN SMILES: C([Li])CCC.[CH3:6][C@:7]12[CH2:23][CH2:22][C@H:21]3[C@@H:12]([CH2:13][CH2:14][C:15]4[CH:16]=[C:17]([OH:24])[CH:18]=[CH:19][C:20]=43)[C@@H:11]1[CH2:10][CH:9]=[CH:8]2>C1COCC1>[CH3:6][C@:7]12[CH2:23][CH2:22][C:21]3[C:20]4[CH:19]=[CH:18][C:17]([OH:24])=[CH:16][C:15]=4[CH:14]=[CH:13][C:12]=3[C@@H:11]1[CH2:10][CH:9]=[CH:8]2. Procedure details: To a cooled (ice water bath) solution of crude estra-1,3,5(10)6,8-pentaen-3-ol 17-(p-toluenesuffonyl)hydrozone (7, 1.0887 g, ≤2463 mmol) in anh. THF (25 ml) under argon was added n-butyllithium (2.5 M in hexane, 3.9 ml, 9.8 mmol) dropwise with stirring over 2 min. See FIG. 159. Stirring was continued 3 days, during which the reaction was allowed to gradually warm to room temperature. 50 ml of 1 hydrochloric acid-ice were added and the mixture was extracted three times with 25 ml portions of ethe... Reactants: E1, ClC=1C=C2N(C(N1)=O)CCN2C (7-chloro-1-methyl-2,3-dihydroi-midazo[1,2-c]pyrimidin-5(1H)-one), [H-].[Na+] (sodium hydride), OCC1=CC(=C(OC=2C=C(C#N)C=C(C2)C(F)(F)F)C=C1)C(F)(F)F (3-(4-(hydroxymethyl)-2-(trifluoromethyl)phenoxy)-5-(trifluoromethyl)benzonitrile). Solvent: C1CCOC1 (THF). The product is CN1CCN2C(N=C(C=C21)OCC2=CC(=C(OC=1C=C(C#N)C=C(C1)C(F)(F)F)C=C2)C(F)(F)F)=O (3-(4-(((1-methyl-5-oxo-1,2,3,5-tetrahydroimidazo[1,2-c]pyrimidin-7-yl)oxy)methyl)-2-(trifluoromethyl)phenoxy)-5-(trifluoromethyl)benzonitrile). RXN SMILES: [H-].[Na+].[OH:3][CH2:4][C:5]1[CH:23]=[CH:22][C:8]([O:9][C:10]2[CH:11]=[C:12]([CH:15]=[C:16]([C:18]([F:21])([F:20])[F:19])[CH:17]=2)[C:13]#[N:14])=[C:7]([C:24]([F:27])([F:26])[F:25])[CH:6]=1.Cl[C:29]1[CH:30]=[C:31]2[N:38]([CH3:39])[CH2:37][CH2:36][N:32]2[C:33](=[O:35])[N:34]=1>C1COCC1>[CH3:39][N:38]1[C:31]2[N:32]([C:33](=[O:35])[N:34]=[C:29]([O:3][CH2:4][C:5]3[CH:23]=[CH:22][C:8]([O:9][C:10]4[CH:11]=[C:12]([CH:15]=[C:16]([C:18]([F:19])([F:20])[F:21])[CH:17]=4)[C:13]#[N:14])=[C:7]([C:24]([F:25])([F:26])[F:27])[CH:6]=3)[CH:30]=2)[CH2:36][CH2:37]1 |f:0.1|. Reported procedure: Prepared in a manner similar to that described for E1 using sodium hydride (9.37 mg, 0.234 mmol), 3-(4-(hydroxymethyl)-2-(trifluoromethyl)phenoxy)-5-(trifluoromethyl)benzonitrile (56.4 mg, 0.156 mmol) in THF (8 mL) and 7-chloro-1-methyl-2,3-dihydroi-midazo[1,2-c]pyrimidin-5(1H)-one (29 mg, 0.156 mmol). Starting materials: solid, C(C)OCC=1N(C2=C(C=NC=3C=CC=CC23)N1)CC1(CCCCC1)O (1-{[2-(ethoxymethyl)-1H-imidazo[4,5-c]quinolin-1-yl]methyl}cyclohexanol), ClC=1C=C(C(=O)OO)C=CC1 (m-chloroperoxybenzoic acid), [OH-].[NH4+] (ammonium hydroxide), ClC=1C=C(C(=O)OO)C=CC1 (m-CPBA), C1(=CC=C(C=C1)S(=O)(=O)Cl)C (p-toluenesulfonyl chloride). Solvent: ClCCl (dichloromethane), C(Cl)(Cl)Cl (CHCl3), O (Water). Run at time 1 day. Yields the product NC1=NC=2C=CC=CC2C2=C1N=C(N2CC2(CCCCC2)O)COCC (1-{[4-amino-2-(ethoxymethyl)-1H-imidazo[4,5-c]quinolin-1-yl]methyl}cyclohexanol). As a reaction SMILES: [CH2:1]([O:3][CH2:4][C:5]1[N:6]([CH2:18][C:19]2([OH:25])[CH2:24][CH2:23][CH2:22][CH2:21][CH2:20]2)[C:7]2[C:16]3[CH:15]=[CH:14][CH:13]=[CH:12][C:11]=3[N:10]=[CH:9][C:8]=2[N:17]=1)[CH3:2].ClC1C=C(C=CC=1)C(OO)=O.[OH-].[NH4+:38].C1(C)C=CC(S(Cl)(=O)=O)=CC=1>C(Cl)(Cl)Cl.ClCCl.O>[NH2:38][C:9]1[C:8]2[N:17]=[C:5]([CH2:4][O:3][CH2:1][CH3:2])[N:6]([CH2:18][C:19]3([OH:25])[CH2:24][CH2:23][CH2:22][CH2:21][CH2:20]3)[C:7]=2[C:16]2[CH:15]=[CH:14][CH:13]=[CH:12][C:11]=2[N:10]=1 |f:2.3|. Reported procedure: To a solution of 1-{[2-(ethoxymethyl)-1H-imidazo[4,5-c]quinolin-1-yl]methyl}cyclohexanol (1.90 g, 5.60 mmol) in CHCl3 (43 mL) was added m-chloroperoxybenzoic acid (m-CPBA, 77% w/w, 1.26 g, 5.60 mmol) over 15 min. The reaction was monitored by thin layer chromatography (TLC) and more m-CPBA was added over 1 h until the starting material was consumed. Water (40 mL) and solid K2CO3 were added to the reaction mixture until the pH=10. The mixture was poured into a separatory funnel and extracted with... Starting materials: CN1CCCC1=O, O=c1c(Cl)nccn1-c1ccc(F)cc1, ClC(Cl)Cl, N#C[Cu]. The product is N#Cc1nccn(-c2ccc(F)cc2)c1=O. As a reaction SMILES: [CH3:19][N:20]1[CH2:21][CH2:22][CH2:23][C:24]1=[O:25].[Cl:1][c:2]1[c:3](=[O:15])[n:4](-[c:8]2[cH:9][cH:10][c:11]([F:14])[cH:12][cH:13]2)[cH:5][cH:6][n:7]1.[Cl:26][CH:27]([Cl:28])[Cl:29].[Cu:16][C:17]#[N:18]>>[c:2]1([C:17]#[N:18])[c:3](=[O:15])[n:4](-[c:8]2[cH:9][cH:10][c:11]([F:14])[cH:12][cH:13]2)[cH:5][cH:6][n:7]1. Reactants: N([C@@H](C)C(=O)ON1C(=O)CCC1=O)C(=O)OCC1=CC=CC=C1 (Z-Ala-OSu), N[C@@H](CCC(N)=O)C(=O)O (H-Gln-OH). The solvent is O1CCCC1 (tetrahydrofuran), O (water), C(C)N(CC)CC (triethylamine). Reaction conditions: time 20 hour. Product: N([C@@H](C)C(=O)N[C@@H](CCC(N)=O)C(=O)O)C(=O)OCC1=CC=CC=C1 (Z-Ala-Gln-OH). Isolated yield 73.5%. Reaction SMILES: [NH:1]([C:14]([O:16][CH2:17][C:18]1[CH:23]=[CH:22][CH:21]=[CH:20][CH:19]=1)=[O:15])[C@H:2]([C:4]([O:6]N1C(=O)CCC1=O)=O)[CH3:3].[NH2:24][C@H:25]([C:31]([OH:33])=[O:32])[CH2:26][CH2:27][C:28](=[O:30])[NH2:29]>O1CCCC1.O.C(N(CC)CC)C>[NH:1]([C:14]([O:16][CH2:17][C:18]1[CH:19]=[CH:20][CH:21]=[CH:22][CH:23]=1)=[O:15])[C@H:2]([C:4]([NH:24][C@H:25]([C:31]([OH:33])=[O:32])[CH2:26][CH2:27][C:28](=[O:30])[NH2:29])=[O:6])[CH3:3]. Reported procedure: To a solution of 4.80 g of Z-Ala-OSu in 60 ml of tetrahydrofuran was added a solution of 2.19 g of H-Gln-OH in 40 ml of water and 2.10 ml of triethylamine and the mixture was stirred at a room temperature for 20 hours. Tetrahydrofuran and water were removed by distillation and the residue thus obtained was extracted with n-butanol. The n-butanol extract was washed with a 2%-acetic acid and butanol was removed by distillation. The precipitated substance thus obtained was collected by filtration a... Starting materials: OC1=C2C(=NC=C1C(=O)OCC)SC1=C2CCCC1 (ethyl 4-hydroxy-5,6,7,8-tetrahydro[1]benzothieno[2,3-b]pyridine-3-carboxylate), [OH-].[K+] (potassium hydroxide), C(C)O (ethanol), C(C)I (ethyl iodide). Solvent: O (water). The product is C(C)N1C2=C(C(C(=C1)C(=O)O)=O)C1=C(S2)CCCC1 (1-ethyl-1,4,5,6,7,8-hexahydro-4-oxo[1]benzothieno[2,3-b]pyridine-3-carboxylic acid). Reaction SMILES: [OH:1][C:2]1[C:7]([C:8]([O:10]CC)=[O:9])=[CH:6][N:5]=[C:4]2[S:13][C:14]3[CH2:19][CH2:18][CH2:17][CH2:16][C:15]=3[C:3]=12.[OH-].[K+].[CH2:22](O)[CH3:23].C(I)C>O>[CH2:22]([N:5]1[CH:6]=[C:7]([C:8]([OH:10])=[O:9])[C:2](=[O:1])[C:3]2[C:15]3[CH2:16][CH2:17][CH2:18][CH2:19][C:14]=3[S:13][C:4]1=2)[CH3:23] |f:1.2|. Procedure details: A mixture of 1.38 parts of ethyl 4-hydroxy-5,6,7,8-tetrahydro[1]benzothieno[2,3-b]pyridine-3-carboxylate, 11 parts by volume of 10 % aqueous potassium hydroxide, 44 parts by volume of ethanol and 45 parts by volume of water and 1.5 parts by volume of ethyl iodide is refluxed for 4 hours and the product is isolated in a manner similar to that described in Example 13, whereby 1-ethyl-1,4,5,6,7,8-hexahydro-4-oxo[1]benzothieno[2,3-b]pyridine-3-carboxylic acid is obtained as crystals. Recrytallizatio...